Dataset: the Open Reaction Database (ORD), a public repository of structured organic reaction records. Task: describe an organic reaction: reactants, conditions, products, and yield Starting materials: O=C(O)C1CCCN1C(=O)OCc1ccccc1, CCN1CCCCC1, ClCCl, COC(=O)C(C)N, Cl. Product: COC(=O)C(C)NC(=O)C1CCCN1C(=O)OCc1ccccc1. As a reaction SMILES: [CH2:1]([c:2]1[cH:3][cH:4][cH:5][cH:6][cH:7]1)[O:8][C:9](=[O:10])[N:11]1[CH:12]([C:13](=[O:14])[OH:15])[CH2:16][CH2:17][CH2:18]1.[CH2:27]([N:28]1[CH2:29][CH2:30][CH2:31][CH2:32][CH2:33]1)[CH3:34].[CH2:35]([Cl:36])[Cl:37].[CH3:19][O:20][C:21]([CH:22]([NH2:23])[CH3:24])=[O:25].[ClH:26]>>[CH2:1]([c:2]1[cH:3][cH:4][cH:5][cH:6][cH:7]1)[O:8][C:9](=[O:10])[N:11]1[CH:12]([C:13](=[O:15])[NH:23][CH:22]([C:21]([O:20][CH3:19])=[O:25])[CH3:24])[CH2:16][CH2:17][CH2:18]1. Reactants: Cl.N1=CC(=CC=C1)CC(=O)O (pyridin-3-yl-acetic acid hydrochloride), S(=O)(Cl)Cl (thionyl chloride), CO (MeOH). Reaction conditions: time 2 hour. Yields the product COC(CC=1C=NC=CC1)=O (Pyridin-3-yl-acetic acid methyl ester). As a reaction SMILES: Cl.[N:2]1[CH:7]=[CH:6][CH:5]=[C:4]([CH2:8][C:9]([OH:11])=[O:10])[CH:3]=1.S(Cl)(Cl)=O.[CH3:16]O>>[CH3:16][O:10][C:9](=[O:11])[CH2:8][C:4]1[CH:3]=[N:2][CH:7]=[CH:6][CH:5]=1 |f:0.1|. Procedure details: A solution of pyridin-3-yl-acetic acid hydrochloride (10 g, 57.6 mmol) in MeOH (30 mL) was treated with thionyl chloride (4.2 mL, 57.6 mmol) and the mixture was stirred at room temperature for 2 h. Solvent was removed in vacuo and the residue was partitioned between saturated aqueous NaHCO3 and EtOAc. The organic phase was collected, dried over MgSO4 and evaporated to give the title compound (7.9 g) as a colourless oil. 1H NMR (CDCl3): 8.53 (2H, m), 7.64 (1H, d), 7.33-7.20 (1H, m), 3.72 (3H, s),... Starting materials: C(C=C)OC(=O)N1[C@@H](C[C@@H](C1)SC(=O)OC(C)(C)C)C=O ((2S,4S)-2-formyl-4-BOCsulfanyl-pyrrolidine-1-carboxylic acid allyl ester), C(C)O (ethanol), C1(=CC=CC2=CC=CC=C12)N (1-naphthylamine), 3A, sodium cyanoborohydride(l70 mg). Solvent: C(C)(=O)O (Acetic acid). Run at time 6 hour. The product is C(C=C)OC(=O)N1[C@@H](C[C@@H](C1)SC(=O)OC(C)(C)C)CNC1=CC=CC2=CC=CC=C12 ((2S,4S)-1-allyloxycarbonyl-2[(naphthalen-1-ylamino)-methyl]-4-BOCsulfanylpyrrolidine). Yield: 56.1%. RXN SMILES: [CH2:1]([O:4][C:5]([N:7]1[CH2:11][C@@H:10]([S:12][C:13]([O:15][C:16]([CH3:19])([CH3:18])[CH3:17])=[O:14])[CH2:9][C@H:8]1[CH:20]=O)=[O:6])[CH:2]=[CH2:3].C(O)C.[C:25]1([NH2:35])[C:34]2[C:29](=[CH:30][CH:31]=[CH:32][CH:33]=2)[CH:28]=[CH:27][CH:26]=1>C(O)(=O)C>[CH2:1]([O:4][C:5]([N:7]1[CH2:11][C@@H:10]([S:12][C:13]([O:15][C:16]([CH3:17])([CH3:18])[CH3:19])=[O:14])[CH2:9][C@H:8]1[CH2:20][NH:35][C:25]1[C:34]2[C:29](=[CH:30][CH:31]=[CH:32][CH:33]=2)[CH:28]=[CH:27][CH:26]=1)=[O:6])[CH:2]=[CH2:3]. Procedure details: A mixture of (2S,4S)-2-formyl-4-BOCsulfanyl-pyrrolidine-1-carboxylic acid allyl ester (compound(1)) ( 711 mg), ethanol(25 ml), 1-naphthylamine(333 mg) and 3A molecular sieves(4.5 g.) was stirred under an argon atmosphere at ambient temperature for 6 hours. Acetic acid (0.4 ml) was added followed by sodium cyanoborohydride(l70 mg). The mixture was then stirred for a further 20 hours when the sieves were removed by filtration. The filtrate was concentrated under reduced pressure and the residue ap... Reactants: ClC1=NN2C(C(=N1)N(CC1=CC=C(C=C1)OC)C1CC1)=NC=C2C#N (2-chloro-4-(cyclopropyl(4-methoxybenzyl)amino)imidazo[2,1-f][1,2,4]triazine-7-carbonitrile), C([O-])([O-])=O.[Cs+].[Cs+] (cesium carbonate), NC=1C=C(C#N)C=C(C1Cl)C(CO)C (3-amino-4-chloro-5-(1-hydroxypropan-2-yl)benzonitrile), CC1(C2=C(C(=CC=C2)P(C3=CC=CC=C3)C4=CC=CC=C4)OC5=C(C=CC=C51)P(C6=CC=CC=C6)C7=CC=CC=C7)C (Xantphos). The reagents and catalysts are C(C)(=O)[O-].[Pd+2].C(C)(=O)[O-] (palladium(II) acetate), C1=CC=C(C=C1)P([C-]2C=CC=C2)C3=CC=CC=C3.C1=CC=C(C=C1)P([C-]2C=CC=C2)C3=CC=CC=C3.[Fe+2] (DPPF). The solvent is O1CCOCC1 (dioxane). Reaction conditions: temperature 100 celsius. Yields the product ClC1=C(C=C(C=C1C(CO)C)C#N)NC1=NN2C(C(=N1)N(CC1=CC=C(C=C1)OC)C1CC1)=NC=C2C#N (2-((2-chloro-5-cyano-3-(1-hydroxypropan-2-yl)phenyl)amino)-4-(cyclopropyl(4-methoxybenzyl)amino)imidazo[2,1-f][1,2,4]triazine-7-carbonitrile). Yield: 59.3%. Reaction SMILES: Cl[C:2]1[N:7]=[C:6]([N:8]([CH:18]2[CH2:20][CH2:19]2)[CH2:9][C:10]2[CH:15]=[CH:14][C:13]([O:16][CH3:17])=[CH:12][CH:11]=2)[C:5]2=[N:21][CH:22]=[C:23]([C:24]#[N:25])[N:4]2[N:3]=1.[NH2:26][C:27]1[CH:28]=[C:29]([CH:32]=[C:33]([CH:36]([CH3:39])[CH2:37][OH:38])[C:34]=1[Cl:35])[C:30]#[N:31].CC1(C)C2C(=C(P(C3C=CC=CC=3)C3C=CC=CC=3)C=CC=2)OC2C(P(C3C=CC=CC=3)C3C=CC=CC=3)=CC=CC1=2.C(=O)([O-])[O-].[Cs+].[Cs+]>C([O-])(=O)C.[Pd+2].C([O-])(=O)C.C1C=CC(P(C2C=CC=CC=2)[C-]2C=CC=C2)=CC=1.C1C=CC(P(C2C=CC=CC=2)[C-]2C=CC=C2)=CC=1.[Fe+2].O1CCOCC1>[Cl:35][C:34]1[C:33]([CH:36]([CH3:39])[CH2:37][OH:38])=[CH:32][C:29]([C:30]#[N:31])=[CH:28][C:27]=1[NH:26][C:2]1[N:7]=[C:6]([N:8]([CH:18]2[CH2:19][CH2:20]2)[CH2:9][C:10]2[CH:11]=[CH:12][C:13]([O:16][CH3:17])=[CH:14][CH:15]=2)[C:5]2=[N:21][CH:22]=[C:23]([C:24]#[N:25])[N:4]2[N:3]=1 |f:3.4.5,6.7.8,9.10.11|. Procedure: 2-chloro-4-(cyclopropyl(4-methoxybenzyl)amino)imidazo[2,1-f][1,2,4]triazine-7-carbonitrile (42 mg, 0.118 mmol), 3-amino-4-chloro-5-(1-hydroxypropan-2-yl)benzonitrile (24.94 mg, 0.118 mmol), palladium(II) acetate (7.97 mg, 0.036 mmol), DPPF (6.56 mg, 0.012 mmol), Xantphos (6.85 mg, 0.012 mmol), and cesium carbonate (77 mg, 0.237 mmol) were combined in a 2 dram vial and dioxane (1.2 mL) was added. The vial was evacuated and backfilled with N2 3×, then heated at 100° C. for 1.5 h. The reaction was ... Starting materials: CC1=CC=C(C=C1)SC1=CC=C(C=C1)S(=O)(=O)N([C@H](C(C)C)C(=O)OC(C)(C)C)CCN1CCOCC1 (N-[[4-[(4-methylphenyl)thio]-phenyl]sulfonyl]-N-[2-(4-morpholinyl)ethyl]-D-valine, 1,1-dimethylethyl ester), Example 2b, Cl (HCl). Solvent: O (water). Conditions: time 30 minute. The product is Cl.CC1=CC=C(C=C1)SC1=CC=C(C=C1)S(=O)(=O)N([C@H](C(C)C)C(=O)O)CCN1CCOCC1 (N-[[4-[(4-methylphenyl)thio]phenyl]sulfonyl]-N-[2-(4-morpholinyl)-ethyl]-D-valine, monohydrochloride). As a reaction SMILES: [CH3:1][C:2]1[CH:7]=[CH:6][C:5]([S:8][C:9]2[CH:14]=[CH:13][C:12]([S:15]([N:18]([CH2:30][CH2:31][N:32]3[CH2:37][CH2:36][O:35][CH2:34][CH2:33]3)[C@@H:19]([C:23]([O:25]C(C)(C)C)=[O:24])[CH:20]([CH3:22])[CH3:21])(=[O:17])=[O:16])=[CH:11][CH:10]=2)=[CH:4][CH:3]=1.[ClH:38]>O>[ClH:38].[CH3:1][C:2]1[CH:3]=[CH:4][C:5]([S:8][C:9]2[CH:10]=[CH:11][C:12]([S:15]([N:18]([CH2:30][CH2:31][N:32]3[CH2:37][CH2:36][O:35][CH2:34][CH2:33]3)[C@@H:19]([C:23]([OH:25])=[O:24])[CH:20]([CH3:22])[CH3:21])(=[O:17])=[O:16])=[CH:13][CH:14]=2)=[CH:6][CH:7]=1 |f:3.4|. Reported procedure: To a suspension of N-[[4-[(4-methylphenyl)thio]-phenyl]sulfonyl]-N-[2-(4-morpholinyl)ethyl]-D-valine, 1,1-dimethylethyl ester, from Example 2b (3.5 g, 6.4 mmole) in water (50 ml) was added concentrated HCl (50 ml). After stirring for 1 hour at room temperature for 30 minutes under reflux, the reaction was concentrated to give N-[[4-[(4-methylphenyl)thio]phenyl]sulfonyl]-N-[2-(4-morpholinyl)-ethyl]-D-valine, monohydrochloride, as a white foam (3.5 g, 100%): MS MH+ calc'd for C24H32N2S2O5 ; 493, f... Reactants: solution, C(C(=O)Cl)(=O)Cl (oxalyl chloride), ClC1=C(OC2=CC(N(C2)C(C(=O)O)C[C@@H]2C[C@@H](C2)C)=O)C=CC=C1 (2-[4-(2-chloro-phenoxy)-2-oxo-2,5-dihydro-pyrrol-1-yl]-3-(cis-3-methyl-cyclobutyl)-propionic acid), Cl.O[C@H](CN1N=C(C=C1)NC([C@H](CC(C)C)N1C(C=C(C1)OC1=C(C(=CC=C1)Cl)Cl)=O)=O)CO ((S)-2-[4-(2,3-dichloro-phenoxy)-2-oxo-2,5-dihydro-pyrrol-1-yl]-4-methyl-pentanoic acid [1-((R)-2,3-dihydroxy-propyl)-1H-pyrazol-3-yl]-amide hydrochloride), N1=C(C=CC=C1C)C (2,6-lutidine). Reagents/catalysts: CN(C=O)C (N,N-dimethylformamide). The solvent is ClCCl (dichloromethane), ClCCl (dichloromethane), ClCCl (dichloromethane). Conditions: temperature 25 celsius, time 15 minute. The product is ClC1=C(OC2=CC(N(C2)C(C(=O)NC2=NN(C=C2)CC(C)(C)O)C[C@@H]2C[C@@H](C2)C)=O)C=CC=C1 (2-[4-(2-chloro-phenoxy)-2-oxo-2,5-dihydro-pyrrol-1-yl]-N-[1-(2-hydroxy-2-methyl-propyl)-1H-pyrazol-3-yl]-3-(cis-3-methyl-cyclobutyl)-propionamide). Reaction SMILES: [Cl:1][C:2]1[CH:24]=[CH:23][CH:22]=[CH:21][C:3]=1[O:4][C:5]1[CH2:9][N:8]([CH:10]([CH2:14][C@H:15]2[CH2:18][C@@H:17]([CH3:19])[CH2:16]2)[C:11]([OH:13])=O)[C:7](=[O:20])[CH:6]=1.[C:25](Cl)(=O)C(Cl)=O.Cl.[OH:32][C@@H:33]([CH2:63]O)[CH2:34][N:35]1[CH:39]=[CH:38][C:37]([NH:40]C(=O)[C@@H](N2CC(OC3C=CC=C(Cl)C=3Cl)=CC2=O)CC(C)C)=[N:36]1.N1C(C)=CC=CC=1C>CN(C)C=O.ClCCl>[Cl:1][C:2]1[CH:24]=[CH:23][CH:22]=[CH:21][C:3]=1[O:4][C:5]1[CH2:9][N:8]([CH:10]([CH2:14][C@H:15]2[CH2:16][C@@H:17]([CH3:19])[CH2:18]2)[C:11]([NH:40][C:37]2[CH:38]=[CH:39][N:35]([CH2:34][C:33]([OH:32])([CH3:63])[CH3:25])[N:36]=2)=[O:13])[C:7](=[O:20])[CH:6]=1 |f:2.3|. Procedure: In a round bottom flask under argon was placed 2-[4-(2-chloro-phenoxy)-2-oxo-2,5-dihydro-pyrrol-1-yl]-3-(cis-3-methyl-cyclobutyl)-propionic acid (92 mg, 0.26 mmol), dichloromethane (6 mL) and N,N-dimethylformamide (3 drops) at 25° C. To this mixture was added a 2.0M solution of oxalyl chloride in dichloromethane (300 μL, 0.60 mmol) dropwise, which resulted in gas evolution. The mixture was stirred for 15 min at 25° C. and then concentrated in vacuo. The residue was taken up in dichloromethane (5... The reactants are C#CCC1(c2ccc(OC)cc2)NC(=O)N(c2ccc(C#N)c(C(F)(F)F)c2)C1=O, CN(C)C=O. Yields the product C#CCC1(c2ccc(OC)cc2)C(=O)N(c2ccc(C#N)c(C(F)(F)F)c2)C(=O)N1C. As a reaction SMILES: [O:1]=[C:2]1[N:3]([c:19]2[cH:20][c:21]([C:27]([F:28])([F:29])[F:30])[c:22]([C:23]#[N:24])[cH:25][cH:26]2)[C:4](=[O:18])[C:5]([CH2:7][C:8]#[CH:9])([c:10]2[cH:11][cH:12][c:13]([O:16][CH3:17])[cH:14][cH:15]2)[NH:6]1.[O:31]=[CH:32][N:33]([CH3:34])[CH3:35]>>[O:1]=[C:2]1[N:3]([c:19]2[cH:20][c:21]([C:27]([F:28])([F:29])[F:30])[c:22]([C:23]#[N:24])[cH:25][cH:26]2)[C:4](=[O:18])[C:5]([CH2:7][C:8]#[CH:9])([c:10]2[cH:11][cH:12][c:13]([O:16][CH3:17])[cH:14][cH:15]2)[N:6]1[CH3:32]. Starting materials: OCCCCC(=O)C=1C=NC=CC1 (5-hydroxy-1-(3-pyridyl)pentan-1-one), N1C=NC=C1 (imidazole), [Si](C1=CC=CC=C1)(C1=CC=CC=C1)(C(C)(C)C)Cl (tert-butyldiphenylsilylchloride). The solvent is CN(C=O)C (dimethylformamide), O (water). The product is [Si](C1=CC=CC=C1)(C1=CC=CC=C1)(C(C)(C)C)OCCCCC(=O)C=1C=NC=CC1 (5-(t-butyldiphenylsilyloxy)-1-(3-pyridyl)pentan-1-one). As a reaction SMILES: [OH:1][CH2:2][CH2:3][CH2:4][CH2:5][C:6]([C:8]1[CH:9]=[N:10][CH:11]=[CH:12][CH:13]=1)=[O:7].N1C=CN=C1.[Si:19](Cl)([C:32]([CH3:35])([CH3:34])[CH3:33])([C:26]1[CH:31]=[CH:30][CH:29]=[CH:28][CH:27]=1)[C:20]1[CH:25]=[CH:24][CH:23]=[CH:22][CH:21]=1>CN(C)C=O.O>[Si:19]([O:1][CH2:2][CH2:3][CH2:4][CH2:5][C:6]([C:8]1[CH:9]=[N:10][CH:11]=[CH:12][CH:13]=1)=[O:7])([C:32]([CH3:35])([CH3:34])[CH3:33])([C:26]1[CH:27]=[CH:28][CH:29]=[CH:30][CH:31]=1)[C:20]1[CH:25]=[CH:24][CH:23]=[CH:22][CH:21]=1. Procedure details: A solution of 4.59 g (0.0256 mole) of 5-hydroxy-1-(3-pyridyl)pentan-1-one, 3.82 g (0.0561 mole) of imidazole 7.76 g (0.0282 mole) of tert-butyldiphenylsilylchloride in 10 ml of dimethylformamide is stirred at room temperature for 15 h, diluted with 75 ml of water and extracted with ethyl acetate (2×50 ml). The extracts are washed with water and brine, dried (MgSO4) and evaporated. The residue is purified by flash chromatography using methylene chloride-ethyl acetate (4:1) as eluent to give 5-(t-...